This data is from the Open Reaction Database (ORD), a public repository of structured organic reaction records. The task is: describe an organic reaction: reactants, conditions, products, and yield Starting materials: ClC=1C(=NC=NC1Cl)N (5,6-dichloropyrimidin-4-amine), NC1CC2(C1)CN(CC2)C(=O)OC(C)(C)C (tert-butyl 2-amino-6-azaspiro[3.4]octane-6-carboxylate), O(C1=CC=CC=C1)C1=CC=C(C=C1)B(O)O ((4-phenoxyphenyl)boronic acid), C(C=C)(=O)O (acrylic acid). Yields the product NC1=C(C(=NC=N1)NC1CC2(C1)CN(CC2)C(C=C)=O)C2=CC=C(C=C2)OC2=CC=CC=C2 (1-(2-((6-amino-5-(4-phenoxyphenyl)pyrimidin-4-yl)amino)-6-azaspiro[3.4]octan-6-yl)prop-2-en-1-one). RXN SMILES: Cl[C:2]1[C:3]([NH2:9])=[N:4][CH:5]=[N:6][C:7]=1Cl.[NH2:10][CH:11]1[CH2:14][C:13]2([CH2:18][CH2:17][N:16]([C:19]([O:21]C(C)(C)C)=O)[CH2:15]2)[CH2:12]1.[O:26]([C:33]1[CH:38]=[CH:37][C:36](B(O)O)=[CH:35][CH:34]=1)[C:27]1[CH:32]=[CH:31][CH:30]=[CH:29][CH:28]=1.[C:42](O)(=O)[CH:43]=C>>[NH2:9][C:3]1[N:4]=[CH:5][N:6]=[C:7]([NH:10][CH:11]2[CH2:12][C:13]3([CH2:18][CH2:17][N:16]([C:19](=[O:21])[CH:42]=[CH2:43])[CH2:15]3)[CH2:14]2)[C:2]=1[C:30]1[CH:31]=[CH:32][C:27]([O:26][C:33]2[CH:38]=[CH:37][CH:36]=[CH:35][CH:34]=2)=[CH:28][CH:29]=1. Procedure details: 1-(2-((6-amino-5-(4-phenoxyphenyl)pyrimidin-4-yl)amino)-6-azaspiro[3.4]octan-6-yl)prop-2-en-1-one was prepared from 5,6-dichloropyrimidin-4-amine, tert-butyl 2-amino-6-azaspiro[3.4]octane-6-carboxylate, (4-phenoxyphenyl)boronic acid and acrylic acid according to general scheme 3 using methods S1, S2, S3 and S4A. HPLC purity: 99%. MS: m/z=442 [M+H]+. 1H NMR (CD3OD) δ 8.25 (s, 1H), 7.16-7.47 (m, 9H), 6.50 (m, 1H), 6.24 (m, 1H), 5.73 (m, 1H), 4.71 (m, 1H), 3.60 (t, 1H), 3.52 (m, 2H), 3.41 (s, 1H), ... The reactants are Li[AlH4 ], OC(=O)CCC1=CC=C(C=C1)C(CCCC1CCCCC1)C (4-[p-(2-hydroxycarbonylethyl)phenyl]pentylcyclohexane). The solvent is CCOCC ((C2H5)2O). Product: OCCCC1=CC=C(C=C1)C(CCCC1CCCCC1)C (4-[p-(3-hydroxypropyl)phenyl]pentylcyclohexane). As a reaction SMILES: [OH:1][C:2]([CH2:4][CH2:5][C:6]1[CH:11]=[CH:10][C:9]([CH:12]([CH3:22])[CH2:13][CH2:14][CH2:15][CH:16]2[CH2:21][CH2:20][CH2:19][CH2:18][CH2:17]2)=[CH:8][CH:7]=1)=O>CCOCC>[OH:1][CH2:2][CH2:4][CH2:5][C:6]1[CH:7]=[CH:8][C:9]([CH:12]([CH3:22])[CH2:13][CH2:14][CH2:15][CH:16]2[CH2:17][CH2:18][CH2:19][CH2:20][CH2:21]2)=[CH:10][CH:11]=1. Procedure: Next, 0.82 g of Li[AlH4 ] was added to 50 ml of dried (C2H5)2O, and the resulting mixture was stirred. Thereto was gradually added 5 g of 4-[p-(2-hydroxycarbonylethyl)phenyl]pentylcyclohexane. Thereafter the thus obtained mixture was stirred for 5 hours, and filtered. The (C2H5)2O was distilled off from the filtrate, and the residue was recrystallized from n--C6H14 to obtain 4-[p-(3-hydroxypropyl)phenyl]pentylcyclohexane. The melting point of this compound was 70.7° to 72.5° C. To a mixture of 3... Reactants: CCC(CC)C(c1ccc2nc(-c3ccc(C(=O)OC)cc3)sc2c1)n1ccnc1, [Li+], C1COCCO1, [OH-], O. The product is CCC(CC)C(c1ccc2nc(-c3ccc(C(=O)O)cc3)sc2c1)n1ccnc1. As a reaction SMILES: [CH2:1]([CH3:2])[CH:3]([CH:4]([n:5]1[cH:6][n:7][cH:8][cH:9]1)[c:10]1[cH:11][c:12]2[c:13]([n:14][c:15](-[c:17]3[cH:18][cH:19][c:20]([C:21](=[O:22])[O:23][CH3:24])[cH:25][cH:26]3)[s:16]2)[cH:27][cH:28]1)[CH2:29][CH3:30].[Li+:32].[O:34]1[CH2:35][CH2:36][O:37][CH2:38][CH2:39]1.[OH-:31].[OH2:33]>>[CH2:1]([CH3:2])[CH:3]([CH:4]([n:5]1[cH:6][n:7][cH:8][cH:9]1)[c:10]1[cH:11][c:12]2[c:13]([n:14][c:15](-[c:17]3[cH:18][cH:19][c:20]([C:21](=[O:22])[OH:23])[cH:25][cH:26]3)[s:16]2)[cH:27][cH:28]1)[CH2:29][CH3:30]. The reactants are C(C)(C)(C)OC(=O)N1CCC(CC1)(C(=O)OCC)CC1=CC(=CC=C1)[N+](=O)[O-] (ethyl N-tert-butoxycarbonyl-4-(3-nitrobenzyl)piperidine-4-carboxylate), Cl.C(#N)C1=CC=C(CN2C=NC=C2CCl)C=C1 (1-(4-cyano-benzyl)-5-chloromethylimidazole hydrochloride salt), Cl.C(#N)C1=CC=C(CN2C(=NC=C2CCl)C)C=C1 (1-(4-cyanobenzyl)-5-chloromethyl-2-methylimidazole hydrochloride salt). Yields the product C(#N)C1=CC=C(CN2C(=NC=C2CN2CCC(CC2)(C(=O)OCC)CC2=CC(=CC=C2)[N+](=O)[O-])C)C=C1 (Ethyl 1-[3-(4-cyanobenzyl)-2-methyl-3H-imidazol-4-ylmethyl]-4-(3-nitrobenzyl)piperidine-4-carboxylate). Reaction SMILES: C(O[C:6]([N:8]1[CH2:13][CH2:12][C:11]([CH2:19][C:20]2[CH:25]=[CH:24][CH:23]=[C:22]([N+:26]([O-:28])=[O:27])[CH:21]=2)([C:14]([O:16][CH2:17][CH3:18])=[O:15])[CH2:10][CH2:9]1)=O)(C)(C)C.Cl.C(C1C=CC(CN2C(CCl)=CN=C2)=CC=1)#N.Cl.[C:47]([C:49]1[CH:63]=[CH:62][C:52]([CH2:53][N:54]2[C:58](CCl)=[CH:57][N:56]=[C:55]2[CH3:61])=[CH:51][CH:50]=1)#[N:48]>>[C:47]([C:49]1[CH:50]=[CH:51][C:52]([CH2:53][N:54]2[C:58]([CH2:6][N:8]3[CH2:9][CH2:10][C:11]([CH2:19][C:20]4[CH:25]=[CH:24][CH:23]=[C:22]([N+:26]([O-:28])=[O:27])[CH:21]=4)([C:14]([O:16][CH2:17][CH3:18])=[O:15])[CH2:12][CH2:13]3)=[CH:57][N:56]=[C:55]2[CH3:61])=[CH:62][CH:63]=1)#[N:48] |f:1.2,3.4|. Reported procedure: The title compound was prepared using the protocol described in Example 61, Step B-C substituting methyl N-tert-butoxycarbonyl-4-(3-methylbenzyl)piperidine-4-carboxylate with ethyl N-tert-butoxycarbonyl-4-(3-nitrobenzyl)piperidine-4-carboxylate in Step B, and 1-(4-cyano-benzyl)-5-chloromethylimidazole hydrochloride salt with 1-(4-cyano-benzyl)-5-chloromethyl-2-methylimidazole hydrochloride salt (Example 53, Step B) in Step C. Reactants: C(#C)C1(CN2CCC1CC2)OC(CCC)=O ((±)-3-ethynyl-3-butyryloxyquinuclidine), CO (methanol), units,in, S(=O)(=O)([O-])[O-].[NH4+].[NH4+] (ammonium sulphate), [OH-].[Na+] (sodium hydroxide), [OH-].[Na+] (sodium hydroxide). The solvent is O (water), O (water). Run at time 5.5 hour. Product: C(#C)C1(CN2CCC1CC2)O ((+)-3-ethynyl-3-hydroxyquinuclidine). Isolated yield 18.3%. RXN SMILES: [C:1]([C:3]1([O:11]C(=O)CCC)[CH:8]2[CH2:9][CH2:10][N:5]([CH2:6][CH2:7]2)[CH2:4]1)#[CH:2].CO.[OH-].[Na+].S([O-])([O-])(=O)=O.[NH4+].[NH4+]>O>[C:1]([C:3]1([OH:11])[CH:8]2[CH2:9][CH2:10][N:5]([CH2:6][CH2:7]2)[CH2:4]1)#[CH:2] |f:2.3,4.5.6|. Reported procedure: A solution of (±)-3-ethynyl-3-butyryloxyquinuclidine (4.42 g) in deionised water (700 ml) containing methanol (35 ml) was adjusted to pH 7.0 using an 0.1M aqueous sodium hydroxide solution (dispensed by a pH autotitrater). A suspension of pig liver esterase (8.0 ml, 9200 units,in 3.2M aqueous ammonium sulphate solution at pH 8; S1 gma Chemical Company Ltd) was added to the reaction mixture and the mixture was stirred at ambient temperature whilst maintaining the pH at 7.0 using 0.1M aqueous sodi...